From a dataset of the Open Reaction Database (ORD), a public repository of structured organic reaction records. describe an organic reaction: reactants, conditions, products, and yield Starting materials: NC=1C=C2C(CC(N(C2=CC1C)C(C)C)=O)(C)C (6-Amino-1-isopropyl-4,4,7-trimethyl-2-oxo-1,2,3,4-tetrahydroquinoline), [H-].[Al+3].[Li+].[H-].[H-].[H-] (lithium aluminum hydride). The solvent is O1CCCC1 (tetrahydrofuran). Run at temperature 0 celsius, time 24 hour. The product is C(C)(C)N1CCC(C2=CC(=C(C=C12)C)N)(C)C ((1-Isopropyl-4,4,7-trimethyl-1,2,3,4-tetrahydroquinolin-6-yl)amine). The yield is 117.0%. As a reaction SMILES: [NH2:1][C:2]1[CH:3]=[C:4]2[C:9](=[CH:10][C:11]=1[CH3:12])[N:8]([CH:13]([CH3:15])[CH3:14])[C:7](=O)[CH2:6][C:5]2([CH3:18])[CH3:17].[H-].[Al+3].[Li+].[H-].[H-].[H-]>O1CCCC1>[CH:13]([N:8]1[C:9]2[C:4](=[CH:3][C:2]([NH2:1])=[C:11]([CH3:12])[CH:10]=2)[C:5]([CH3:18])([CH3:17])[CH2:6][CH2:7]1)([CH3:15])[CH3:14] |f:1.2.3.4.5.6|. Procedure details: 6-Amino-1-isopropyl-4,4,7-trimethyl-2-oxo-1,2,3,4-tetrahydroquinoline (12) (0.78 g, 3.2 mmol) was dissolved in tetrahydrofuran (50 mL) and the solution was cooled to 0° C. under argon. The solution was treated with 1M lithium aluminum hydride (4.0 mL, 4.0 mmol) and the reaction stirred at 0° C. to room temperature for 24 hours. The reaction mixture was cooled to 0° C., poured onto ice and extracted with ether (2×). The combined organic extracts were washed with brine and dried (MgSO4). The filte... Starting materials: [N+](=O)([O-])C1=C(C=CC=C1)N1NCCN(CC1)CC1=CC=CC=C1 (Hexahydro-1-(2-nitrophenyl)-5-(phenylmethyl)-1H-1,2,5-triazepine), C(=S)(N1C=NC=C1)N1C=NC=C1 (1,1'-Thiocarbonyldiimidazole). Run in COCCOC (1,2-dimethoxyethane). Product: C1(=CC=CC=C1)CN1CCN2N(C3=C(NC2=S)C=CC=C3)CC1 (2,3,4,5-Tetrahydro-3-(Phenylmethyl)-1H-[1,2,5]Triazepino[1,2-a][1,2,4]-Benzotriazine-7(8H)-Thione). RXN SMILES: [N+:1]([C:4]1[CH:9]=[CH:8][CH:7]=[CH:6][C:5]=1[N:10]1[CH2:16][CH2:15][N:14]([CH2:17][C:18]2[CH:23]=[CH:22][CH:21]=[CH:20][CH:19]=2)[CH2:13][CH2:12][NH:11]1)([O-])=O.[C:24](N1C=CN=C1)(N1C=CN=C1)=[S:25]>COCCOC>[C:18]1([CH2:17][N:14]2[CH2:15][CH2:16][N:10]3[C:5]4[CH:6]=[CH:7][CH:8]=[CH:9][C:4]=4[NH:1][C:24](=[S:25])[N:11]3[CH2:12][CH2:13]2)[CH:23]=[CH:22][CH:21]=[CH:20][CH:19]=1. Procedure details: Hexahydro-1-(2-nitrophenyl)-5-(phenylmethyl)-1H-1,2,5-triazepine (10.0 g) was hydrogenated in 1,2-dimethoxyethane (250 ml) as in example 11 and the volume reduced to approximately 150 ml. 1,1'-Thiocarbonyldiimidazole (20 g) was added and the solution refluxed with protection from moisture overnight. The solution was evaporated to dryness and the residue, dissolved in chloroform, was applied to a column (72×6.3 cm) of dry column grade neutral alumina prepacked in chloroform. Elution with chlorofo... Yields the product C(C1=CC=CC=C1)N1CCN(CC1)CC1=CC=C(C=C1)C(/C=C/C1=CC=C(C=C1)/C=C/C(=O)NO)=O ((E)-3-(4-{(E)-3-[4-(4-benzyl-piperazin-1-ylmethyl)-phenyl]-3-oxo-propenyl}-phenyl)-N-hydroxy-acrylamide). Conditions: time 1 hour. Yield: 31.5%. The reactants are C(C1=CC=CC=C1)N1CCNCC1 (1-Benzyl-piperazine), O1C(CCCC1)ONC(=O)/C=C/C1=CC=C(C=C1)/C=C/C(=O)C1=CC=C(COS(=O)(=O)C)C=C1 (methanesulfonic acid 4-((E)-3-{4-[(E)-2-(tetrahydro-pyran-2-yloxycarbamoyl)-vinyl]-phenyl}-acryloyl)-benzyl ester), TEA. Procedure: 1-Benzyl-piperazine (40 mg, 0.22 mmol) was added to a stirred mixture of methanesulfonic acid 4-((E)-3-{4-[(E)-2-(tetrahydro-pyran-2-yloxycarbamoyl)-vinyl]-phenyl}-acryloyl)-benzyl ester (prepared as described in Preparation 5, 90 mg, 0.185 mmol) and TEA (0.052 ml, 0.37 mmol) in DMF (2 ml). The resulting solution was stirred at room temperature for 1 h. The mixture was diluted with water and extracted with hot AcOEt. The organic phase was washed with water, dried over Na2SO4 and evaporated in va... Reaction SMILES: [CH2:1]([N:8]1[CH2:13][CH2:12][NH:11][CH2:10][CH2:9]1)[C:2]1[CH:7]=[CH:6][CH:5]=[CH:4][CH:3]=1.O1CCCCC1[O:20][NH:21][C:22](/[CH:24]=[CH:25]/[C:26]1[CH:31]=[CH:30][C:29](/[CH:32]=[CH:33]/[C:34]([C:36]2[CH:47]=[CH:46][C:39]([CH2:40]OS(C)(=O)=O)=[CH:38][CH:37]=2)=[O:35])=[CH:28][CH:27]=1)=[O:23]>CN(C=O)C.O>[CH2:1]([N:8]1[CH2:13][CH2:12][N:11]([CH2:40][C:39]2[CH:38]=[CH:37][C:36]([C:34](=[O:35])/[CH:33]=[CH:32]/[C:29]3[CH:30]=[CH:31][C:26](/[CH:25]=[CH:24]/[C:22]([NH:21][OH:20])=[O:23])=[CH:27][CH:28]=3)=[CH:47][CH:46]=2)[CH2:10][CH2:9]1)[C:2]1[CH:3]=[CH:4][CH:5]=[CH:6][CH:7]=1. Solvent: CN(C)C=O (DMF), O (water).